Dataset: the Open Reaction Database (ORD), a public repository of structured organic reaction records. Task: describe an organic reaction: reactants, conditions, products, and yield Starting materials: ClCCl, C[Al](C)C, COC(=O)Nc1nc(OC)cc(OC)n1, CC(=O)O, Cl, O, NS(=O)(=O)c1ccccc1S(N)(=O)=O. Yields the product COc1cc(OC)nc(NC(=O)NS(=O)(=O)c2ccccc2S(N)(=O)=O)n1. RXN SMILES: [CH2:35]([Cl:36])[Cl:37].[CH3:15][Al:16]([CH3:17])[CH3:18].[CH3:19][O:20][C:21]([NH:22][c:23]1[n:24][c:25]([O:31][CH3:32])[cH:26][c:27]([O:29][CH3:30])[n:28]1)=[O:33].[CH3:38][C:39](=[O:40])[OH:41].[ClH:34].[OH2:42].[c:1]1([S:11](=[O:12])(=[O:13])[NH2:14])[c:2]([S:7](=[O:8])(=[O:9])[NH2:10])[cH:3][cH:4][cH:5][cH:6]1>>[c:1]1([S:11](=[O:12])(=[O:13])[NH2:14])[c:2]([S:7](=[O:8])(=[O:9])[NH:10][C:21](=[O:20])[NH:22][c:23]2[n:24][c:25]([O:31][CH3:32])[cH:26][c:27]([O:29][CH3:30])[n:28]2)[cH:3][cH:4][cH:5][cH:6]1. Reactants: O=C([O-])O, OCCN(Cc1ccccc1)Cc1ccccc1, CCCCCC, [Na+], CN(C)C=O, O=S(Br)Br. Product: BrCCN(Cc1ccccc1)Cc1ccccc1. Reaction SMILES: [C:29](=[O:30])([O-:31])[OH:32].[CH2:1]([c:2]1[cH:3][cH:4][cH:5][cH:6][cH:7]1)[N:8]([CH2:9][CH2:10][OH:11])[CH2:12][c:13]1[cH:14][cH:15][cH:16][cH:17][cH:18]1.[CH3:19][CH2:20][CH2:21][CH2:22][CH2:23][CH3:24].[Na+:33].[O:34]=[CH:35][N:36]([CH3:37])[CH3:38].[S:25]([Br:26])([Br:27])=[O:28]>>[CH2:1]([c:2]1[cH:3][cH:4][cH:5][cH:6][cH:7]1)[N:8]([CH2:9][CH2:10][Br:27])[CH2:12][c:13]1[cH:14][cH:15][cH:16][cH:17][cH:18]1. Reactants: C(C)(=O)OC(CCC1C(CCC1)=O)CCCCC (2-(3-acetoxyoctyl)cyclopentanone), C(C)(=O)OC(=C)C (isopropenyl acetate), C1(=CC=C(C=C1)S(=O)(=O)O)C (p-toluenesulphonic acid). Run in CC(=O)C (acetone). Yields the product C(C)(=O)OC1=C(CCC1)CCC(CCCCC)OC(C)=O (1-acetoxy-2-(3-acetoxyoctyl)cyclopent-1-ene). Reaction SMILES: [C:1]([O:4][CH:5]([CH2:14][CH2:15][CH2:16][CH2:17][CH3:18])[CH2:6][CH2:7][CH:8]1[CH2:12][CH2:11][CH2:10][C:9]1=[O:13])(=[O:3])[CH3:2].[C:19](OC(C)=C)(=[O:21])[CH3:20].C1(C)C=CC(S(O)(=O)=O)=CC=1>CC(C)=O>[C:19]([O:13][C:9]1[CH2:10][CH2:11][CH2:12][C:8]=1[CH2:7][CH2:6][CH:5]([O:4][C:1](=[O:3])[CH3:2])[CH2:14][CH2:15][CH2:16][CH2:17][CH3:18])(=[O:21])[CH3:20]. Procedure details: 2-(3-Acetoxyoctyl)cyclopentanone (85 g.) [prepared as described in (d) above], isopropenyl acetate (125 ml.) and p-toluenesulphonic acid (2 g.) were refluxed for 24 hours allowing the acetone formed during the reaction to slowly ditil from the head of a Dufton column. The excess isopropenyl acetate was then distilled off and the residue cooled, shaken with 2N sodium carbonate solution and extracted with diethyl ether. The combined ether extracts were dried over anhydrous magnesium sulphate and t... Reactants: crude product, S(=O)(=O)(OC)OC (dimethyl sulfate), O.O.C1(=CC=C(C=C1)S(=O)(=O)O)C (p-toluenesulfonic acid dihydrate), N1=CC=CC2=CC=CC=C12 (quinoline), C1(=CC=C(C=C1)S(=O)(=O)[O-])C.[NH+]1=CC=CC2=CC=CC=C12 (quinolinium p-toluenesulfonate salt). Run in C1CCCCC1 (cyclohexane), C(Cl)Cl (methylene chloride). Yields the product C1(=CC=C(C=C1)S(=O)(=O)OC)C (methyl p-toluenesulfonate). Reaction SMILES: O.O.[C:3]1([CH3:13])[CH:8]=[CH:7][C:6]([S:9]([OH:12])(=[O:11])=[O:10])=[CH:5][CH:4]=1.N1C2C(=CC=CC=2)C=C[CH:15]=1.C1(C)C=CC(S([O-])(=O)=O)=CC=1.[NH+]1C2C(=CC=CC=2)C=CC=1.S(OC)(OC)(=O)=O>C(Cl)Cl.C1CCCCC1>[C:3]1([CH3:13])[CH:4]=[CH:5][C:6]([S:9]([O:12][CH3:15])(=[O:10])=[O:11])=[CH:7][CH:8]=1 |f:0.1.2,4.5|. Reported procedure: To a suspension of p-toluenesulfonic acid dihydrate (10 g, 0.05 mol) in methylene chloride (50 mL), quinoline (8.3 g, 0.06 mol) was added dropwise, and the mixture was reacted at room temperature for 1 hour. After completion of the reaction, the solvent was evaporated to dryness under the reduced pressure to obtain a crude product containing quinolinium p-toluenesulfonate salt. To a suspension of this crude product (5 g, 0.016 mol) in cyclohexane (50 mL), dimethyl sulfate (4.2 g, 0.033 mol) was ... Reaction SMILES: [F:1][C:2]1[CH:7]=[CH:6][C:5]2[C:8]3[C:14]([N:15]4[CH2:20][CH2:19][N:18]([CH3:21])[CH2:17][CH2:16]4)=[N:13][C:12]4[CH:22]=[CH:23][C:24]([CH3:26])=[CH:25][C:11]=4[NH:10][C:9]=3[S:27][C:4]=2[CH:3]=1.[Cl:28]N1C(=O)CCC1=O>C(Cl)(Cl)(Cl)Cl>[Cl:28][CH2:26][C:24]1[CH:23]=[CH:22][C:12]2[N:13]=[C:14]([N:15]3[CH2:20][CH2:19][N:18]([CH3:21])[CH2:17][CH2:16]3)[C:8]3[C:5]4[CH:6]=[CH:7][C:2]([F:1])=[CH:3][C:4]=4[S:27][C:9]=3[NH:10][C:11]=2[CH:25]=1. Yields the product ClCC1=CC2=C(N=C(C3=C(N2)SC2=C3C=CC(=C2)F)N2CCN(CC2)C)C=C1 (8-chloromethyl-3-fluoro-12-(4-methylpiperazin-1-yl)-6H-[1]benzothieno[2,3-b][1,5]benzodiazepine). The reactants are FC1=CC2=C(C=C1)C1=C(NC3=C(N=C1N1CCN(CC1)C)C=CC(=C3)C)S2 (3-Fluoro-8-methyl-12-(4-methylpiperazin-1-yl)-6H-[1]benzothieno[2,3-b][1,5]benzodiazepine), ClN1C(CCC1=O)=O (N-chlorosuccinimide). Procedure: 3-Fluoro-8-methyl-12-(4-methylpiperazin-1-yl)-6H-[1]benzothieno[2,3-b][1,5]benzodiazepine is dissolved in carbon tetrachloride and reacted with 2,2′-azobis(isobutylonitrile) in the presence of N-chlorosuccinimide to give 8-chloromethyl-3-fluoro-12-(4-methylpiperazin-1-yl)-6H-[1]benzothieno[2,3-b][1,5]benzodiazepine. Run in C(Cl)(Cl)(Cl)Cl (carbon tetrachloride). The reactants are ClC=1C(=NNC1)C (4-chloro-3-methylpyrazole), C=O (formalin). The solvent is CO (methanol). The product is OCN1N=C(C(=C1)Cl)C (N-hydroxymethyl-4-chloro-3-methylpyrazole). Isolated yield 95.0%. As a reaction SMILES: [Cl:1][C:2]1[C:3]([CH3:7])=[N:4][NH:5][CH:6]=1.[CH2:8]=[O:9]>CO>[OH:9][CH2:8][N:5]1[CH:6]=[C:2]([Cl:1])[C:3]([CH3:7])=[N:4]1. Reported procedure: 116 g (1.0 mol) of 4-chloro-3-methylpyrazole in 50 ml of methanol were dissolved in 100 g (1.0 mol) of formalin solution (30%) at room temperature. Water and methanol were then evaporated. The title compound remained as a white solid (yield 95%). As a reaction SMILES: [C:1]([O:5][C:6]([NH:8][C@H:9]([CH2:14][C:15]1[CH:20]=[CH:19][C:18]([B:21]2[O:25][C:24]([CH3:27])([CH3:26])[C:23]([CH3:29])([CH3:28])[O:22]2)=[CH:17][CH:16]=1)[C:10](OC)=[O:11])=[O:7])([CH3:4])([CH3:3])[CH3:2].[BH4-].[Li+]>O1CCCC1>[OH:11][CH2:10][C@H:9]([NH:8][C:6](=[O:7])[O:5][C:1]([CH3:4])([CH3:3])[CH3:2])[CH2:14][C:15]1[CH:16]=[CH:17][C:18]([B:21]2[O:25][C:24]([CH3:26])([CH3:27])[C:23]([CH3:29])([CH3:28])[O:22]2)=[CH:19][CH:20]=1 |f:1.2|. Product: OC[C@@H](CC1=CC=C(C=C1)B1OC(C(O1)(C)C)(C)C)NC(OC(C)(C)C)=O (tert-butyl {(1R)-2-hydroxy-1-[4-(4,4,5,5-tetramethyl-1,3,2-dioxaborolan-2-yl)benzyl]ethyl}carbamate). Run in O1CCCC1 (tetrahydrofuran), O1CCCC1 (tetrahydrofuran). Isolated yield 99.7%. Reported procedure: Methyl (2R)-2-[(tert-butoxycarbonyl)amino]-3-[4-(4,4,5,5-tetramethyl-1,3,2-dioxaborolan-2-yl)phenyl]propanoate (9.50 g, 0.0234 mol) was dissolved in tetrahydrofuran (30 mL, 0.37 mol) and cooled to 0° C. 2 M lithium tetrahydroborate in tetrahydrofuran (12.0 mL) was added over 3 minutes. The reaction was allowed to stir in the ice bath for 21 minutes. The bath was removed and the reaction continued stirring for additional 3 hours. The reaction was quenched with saturated aqueous ammonium chloride.... Reactants: C(C)(C)(C)OC(=O)N[C@@H](C(=O)OC)CC1=CC=C(C=C1)B1OC(C(O1)(C)C)(C)C (Methyl (2R)-2-[(tert-butoxycarbonyl)amino]-3-[4-(4,4,5,5-tetramethyl-1,3,2-dioxaborolan-2-yl)phenyl]propanoate), [BH4-].[Li+] (lithium tetrahydroborate), ice. Conditions: temperature 0 celsius, time 3 hour.